Dataset: the Open Reaction Database (ORD), a public repository of structured organic reaction records. Task: describe an organic reaction: reactants, conditions, products, and yield Reactants: COC(C1=CN=C(C(=C1)Br)O)=O (5-bromo-6-hydroxy-nicotinic acid methyl ester), COCCO (2-methoxyethanol), ClC1=CC=C(C=C1)B(O)O ((4-chloro-phenyl)-boronic acid), NCC(C(F)(F)F)O (3-amino-1,1,1-trifluoro-propan-2-ol). As a reaction SMILES: CO[C:3](=[O:12])[C:4]1[CH:9]=[C:8](Br)[C:7]([OH:11])=[N:6][CH:5]=1.[Cl:13][C:14]1[CH:19]=[CH:18][C:17](B(O)O)=[CH:16][CH:15]=1.[NH2:23][CH2:24][CH:25]([OH:30])[C:26]([F:29])([F:28])[F:27].[CH3:31][O:32][CH2:33][CH2:34]O>>[Cl:13][C:14]1[CH:19]=[CH:18][C:17]([C:8]2[C:7]([O:11][CH2:34][CH2:33][O:32][CH3:31])=[N:6][CH:5]=[C:4]([CH:9]=2)[C:3]([NH:23][CH2:24][CH:25]([OH:30])[C:26]([F:29])([F:28])[F:27])=[O:12])=[CH:16][CH:15]=1. Product: ClC1=CC=C(C=C1)C=1C(=NC=C(C(=O)NCC(C(F)(F)F)O)C1)OCCOC ((RS)-5-(4-chloro-phenyl)-6-(2-methoxy-ethoxy)-N-(3,3,3-trifluoro-2-hydroxy-propyl)-nicotinamide). Reported procedure: The title compound was synthesized in analogy to Example 102, using 5-bromo-6-hydroxy-nicotinic acid methyl ester, 2-methoxyethanol, (4-chloro-phenyl)-boronic acid and 3-amino-1,1,1-trifluoro-propan-2-ol (CAS [431-38-9]) as starting materials to yield (RS)-5-(4-chloro-phenyl)-6-(2-methoxy-ethoxy)-N-(3,3,3-trifluoro-2-hydroxy-propyl)-nicotinamide. MS (ISP) 419.3 (M+H)+. The reactants are COC=1C=C2C(=CC=NC2=CC1OC)OC1=CC(=C(N)C=C1C)C (4-[(6,7-Dimethoxy-4-quinolyl)oxy]-2,5-dimethylaniline), ClC(Cl)(OC(OC(Cl)(Cl)Cl)=O)Cl (triphosgene), C([O-])(O)=O.[Na+] (sodium bicarbonate), CCC(CC#C)O (5-hexyn-3-ol). The solvent is C(C)N(CC)CC (triethylamine), C1(=CC=CC=C1)C (toluene), C(Cl)Cl (methylene chloride). Yields the product COC=1C=C2C(=CC=NC2=CC1OC)OC1=CC(=C(C=C1C)NC(OC(CC#C)CC)=O)C (1-Ethyl-3-butynyl N-{4-[(6,7-dimethoxy-4-quinolyl)oxy]-2,5-dimethylphenyl}carbamate). Yield: 75.2%. RXN SMILES: [CH3:1][O:2][C:3]1[CH:4]=[C:5]2[C:10](=[CH:11][C:12]=1[O:13][CH3:14])[N:9]=[CH:8][CH:7]=[C:6]2[O:15][C:16]1[C:22]([CH3:23])=[CH:21][C:19]([NH2:20])=[C:18]([CH3:24])[CH:17]=1.Cl[C:26](Cl)([O:28]C(=O)OC(Cl)(Cl)Cl)Cl.[CH3:37][CH2:38][CH:39]([OH:43])[CH2:40][C:41]#[CH:42].C(=O)(O)[O-].[Na+]>C(Cl)Cl.C(N(CC)CC)C.C1(C)C=CC=CC=1>[CH3:1][O:2][C:3]1[CH:4]=[C:5]2[C:10](=[CH:11][C:12]=1[O:13][CH3:14])[N:9]=[CH:8][CH:7]=[C:6]2[O:15][C:16]1[C:22]([CH3:23])=[CH:21][C:19]([NH:20][C:26](=[O:28])[O:43][CH:39]([CH2:38][CH3:37])[CH2:40][C:41]#[CH:42])=[C:18]([CH3:24])[CH:17]=1 |f:3.4|. Procedure: 4-[(6,7-Dimethoxy-4-quinolyl)oxy]-2,5-dimethylaniline (50 mg) was added to toluene (5 ml), and triethylamine (0.5 ml), and the mixture was heated under reflux to prepare a solution. A solution of triphosgene (68 mg) in methylene chloride was then added thereto, and the mixture was heated under reflux for 10 min. Next, 5-hexyn-3-ol (23 mg) was added thereto, and the mixture was further stirred with heating under reflux for 3 hr. A saturated aqueous sodium bicarbonate solution was added to stop th... Starting materials: N#N.O1C(=CC=C1)CC1=C(C(=NC(=C1)OC)N)N (N2 (2-furanylmethyl)-6-methoxy-2,3-pyridinediamine), CC(C)N (2-propanamine), BrCCC(=O)Cl (3-bromopropanoyl chloride). Run in ClCCl (dichloromethane). Conditions: time 5 minute. The product is 70, BrCCC(=O)NC(C)C (3-bromo-N-(1-methylethyl)propanamide). Isolated yield 73.0%. As a reaction SMILES: N#N.O1C=CC=C1CC1C=C(OC)N=C(N)C=1N.[CH3:19][CH:20]([NH2:22])[CH3:21].[Br:23][CH2:24][CH2:25][C:26](Cl)=[O:27]>ClCCl>[Br:23][CH2:24][CH2:25][C:26]([NH:22][CH:20]([CH3:21])[CH3:19])=[O:27] |f:0.1|. Procedure: To a stirred and cooled (0°-10° C.) mixture of 59 parts of 2-propanamine and 650 parts of dichloromethane were added dropwise 94.2 parts of 3-bromopropanoyl chloride. Upon completion, stirring was continued for 5 minutes. The whole was washed with water. The organic layer was separated, dried, filtered and evaporated. The residue was crystallized from a mixture of 2,2'-oxybispropane and hexane. The product was filtered off and dried, yielding 70 parts (73%) of 3-bromo-N-(1-methylethyl)propanamid... The reactants are Ic1cc(-c2ccccn2)no1, OB(O)c1cccnc1. Yields the product c1ccc(-c2cc(-c3cccnc3)on2)nc1. As a reaction SMILES: [I:1][c:2]1[cH:3][c:4](-[c:7]2[n:8][cH:9][cH:10][cH:11][cH:12]2)[n:5][o:6]1.[n:13]1[cH:14][c:15]([B:19]([OH:20])[OH:21])[cH:16][cH:17][cH:18]1>>[c:2]1(-[c:15]2[cH:14][n:13][cH:18][cH:17][cH:16]2)[cH:3][c:4](-[c:7]2[n:8][cH:9][cH:10][cH:11][cH:12]2)[n:5][o:6]1. Procedure details: 1.5 g of 10% palladium/carbon powder was added to a solution of 1.26 g (2.93 mmol) of 2-benzoyloxymethyl-4-(3,4-methylenedioxybenzyl)amino-6-methoxyquinazoline in an ethyl acetate/ethanol (20 ml-20 ml) mixture. The obtained mixture was stirred at room temperature in a stream of hydrogen for 24 hours and filtered through Celite. The filter cake was washed with hot ethyl acetate/ethanol. The filtrate and the washings were distilled under a reduced pressure to remove the solvent. Thus 0.89 g of the... Reaction SMILES: C([O:9][CH2:10][C:11]1[N:20]=[C:19]([NH:21][CH2:22][C:23]2[CH:28]=[CH:27][C:26]3[O:29][CH2:30][O:31][C:25]=3[CH:24]=2)[C:18]2[C:13](=[CH:14][CH:15]=[C:16]([O:32][CH3:33])[CH:17]=2)[N:12]=1)(=O)C1C=CC=CC=1.[H][H]>[Pd].C(OCC)(=O)C.C(O)C>[OH:9][CH2:10][C:11]1[N:20]=[C:19]([NH:21][CH2:22][C:23]2[CH:28]=[CH:27][C:26]3[O:29][CH2:30][O:31][C:25]=3[CH:24]=2)[C:18]2[C:13](=[CH:14][CH:15]=[C:16]([O:32][CH3:33])[CH:17]=2)[N:12]=1 |f:3.4|. Run in C(C)(=O)OCC.C(C)O (ethyl acetate ethanol). Yield: 89.5%. Reagents/catalysts: [Pd] (palladium/carbon). Product: OCC1=NC2=CC=C(C=C2C(=N1)NCC1=CC2=C(C=C1)OCO2)OC (2-Hydroxymethyl-4-(3,4-methylenedioxybenzyl)amino-6-methoxyquinazoline). Reactants: C(C1=CC=CC=C1)(=O)OCC1=NC2=CC=C(C=C2C(=N1)NCC1=CC2=C(C=C1)OCO2)OC (2-benzoyloxymethyl-4-(3,4-methylenedioxybenzyl)amino-6-methoxyquinazoline), [H][H] (hydrogen). Starting materials: Brc1ncccn1, CC1CNCCN1, Cc1ccccc1C. Yields the product CC1CN(c2ncccn2)CCN1. RXN SMILES: [Br:8][c:9]1[n:10][cH:11][cH:12][cH:13][n:14]1.[CH3:1][CH:2]1[NH:3][CH2:4][CH2:5][NH:6][CH2:7]1.[c:15]1([CH3:16])[c:17]([CH3:18])[cH:19][cH:20][cH:21][cH:22]1>>[CH3:1][CH:2]1[NH:3][CH2:4][CH2:5][N:6]([c:9]2[n:10][cH:11][cH:12][cH:13][n:14]2)[CH2:7]1.